Dataset: the Open Reaction Database (ORD), a public repository of structured organic reaction records. Task: describe an organic reaction: reactants, conditions, products, and yield Reactants: [Si](C)(C)(C(C)(C)C)OCC=O ((tert-butyldimethylsilyl-oxy)acetaldehyde), CC(C)(C)[S@](=O)N ((S)-(−)-2-Methyl-2-Propanesulfinamide). Reagents/catalysts: S(=O)(=O)([O-])[O-].[Cu+2] (Copper(II) Sulfate). Solvent: C(Cl)Cl (DCM). The product is [Si](C)(C)(C(C)(C)C)OC\C=N\S(=O)C(C)(C)C (N-[(1E)-2-{[tert-butyl(dimethyl)silyl]oxy}ethylidene]-2-methylpropane-2-sulfinamide). Yield: 115.5%. RXN SMILES: [CH3:1][C:2]([S@@:5]([NH2:7])=[O:6])([CH3:4])[CH3:3].[Si:8]([O:15][CH2:16][CH:17]=O)([C:11]([CH3:14])([CH3:13])[CH3:12])([CH3:10])[CH3:9]>S([O-])([O-])(=O)=O.[Cu+2].C(Cl)Cl>[Si:8]([O:15][CH2:16]/[CH:17]=[N:7]/[S:5]([C:2]([CH3:4])([CH3:3])[CH3:1])=[O:6])([C:11]([CH3:14])([CH3:13])[CH3:12])([CH3:10])[CH3:9] |f:2.3|. Procedure details: A three necked round bottom flask fitted with a mechanical stirrer, nitrogen inlet and temperature probe was charged with (S)-(−)-2-Methyl-2-Propanesulfinamide (113 g, 0.929 mol) and DCM (2.0 L) at RT (endotherm to 9° C.). Copper(II) Sulfate (309 g, 1.94 mol) was then added followed by (tert-butyldimethylsilyl-oxy)acetaldehyde (150 g, 0.774 mol). After 36 hours the reaction was filtered through a plug of Celite, plug rinsed with DCM (3×200 mL), and concentrated to provide 248 g of the title comp... The reactants are Intermediate 36, BrC1=C(C=C(C=C1C)O)C (4-Bromo-3,5-dimethylphenol), CS(=O)(=O)N1C[C@H](CC1)OS(=O)(=O)C (Methanesulfonic acid (S)-1-methanesulfonyl-pyrrolidin-3-yl ester). Yields the product BrC1=C(C=C(O[C@H]2CN(CC2)S(=O)(=O)C)C=C1C)C ((R)-3-(4-Bromo-3,5-dimethyl-phenoxy)-1-methanesulfonyl-pyrrolidine). As a reaction SMILES: [Br:1][C:2]1[C:7]([CH3:8])=[CH:6][C:5]([OH:9])=[CH:4][C:3]=1[CH3:10].[CH3:11][S:12]([N:15]1[CH2:19][CH2:18][C@H:17](OS(C)(=O)=O)[CH2:16]1)(=[O:14])=[O:13]>>[Br:1][C:2]1[C:7]([CH3:8])=[CH:6][C:5]([O:9][C@@H:17]2[CH2:18][CH2:19][N:15]([S:12]([CH3:11])(=[O:14])=[O:13])[CH2:16]2)=[CH:4][C:3]=1[CH3:10]. Reported procedure: The title compound is prepared in analogy to Intermediate 36 from 4-Bromo-3,5-dimethylphenol (626 mg, 3.08 mmol) and Methanesulfonic acid (S)-1-methanesulfonyl-pyrrolidin-3-yl ester (300 mg, 1.23 mmol). (Yield: 350 mg).